From a dataset of the Open Reaction Database (ORD), a public repository of structured organic reaction records. describe an organic reaction: reactants, conditions, products, and yield Starting materials: CCCCCCCCCCCCN=C=O, CN(C)C=O. The product is CCCCCCCCCCCCNC(N)=O. Reaction SMILES: [CH2:1]([CH2:2][CH2:3][CH2:4][CH2:5][CH2:6][CH2:7][CH2:8][CH2:9][CH2:10][CH2:11][CH3:12])[N:13]=[C:14]=[O:15].[CH3:16][N:17]([CH3:18])[CH:19]=[O:20]>>[CH2:1]([CH2:2][CH2:3][CH2:4][CH2:5][CH2:6][CH2:7][CH2:8][CH2:9][CH2:10][CH2:11][CH3:12])[NH:13][C:14](=[O:15])[NH2:17]. The reactants are [C-]#N.[K+] (potassium cyanide), ClCC1=NC=CC(=C1)C (2-chloromethyl-4-methylpyridine), O (water). The solvent is CS(=O)C (dimethyl sulfoxide). Conditions: time 17 hour. The product is C(#N)CC1=NC=CC(=C1)C (2-Cyanomethyl-4-methylpyridine). Isolated yield 1112.3%. As a reaction SMILES: Cl[CH2:2][C:3]1[CH:8]=[C:7]([CH3:9])[CH:6]=[CH:5][N:4]=1.[C-:10]#[N:11].[K+].O>CS(C)=O>[C:10]([CH2:2][C:3]1[CH:8]=[C:7]([CH3:9])[CH:6]=[CH:5][N:4]=1)#[N:11] |f:1.2|. Reported procedure: 2-chloromethyl-4-methylpyridine (3.70 g, 2.17 mmol) was dissolved in dimethyl sulfoxide (9 ml) and herein potassium cyanide (1.70 g, 2.60 mmol) was added. After stirring for 17 hours at room temperature, water was added and it was extracted twice with diethyl ether. The combined organic layers were dried over anhydrous magnesium sulfate, and concentrated under reduced pressure to get crude product. The residue was separated and purified by column-chromatography over silica gel to obtain the desi... The reactants are C(C1=CC=CC=C1)OC=1N=NC(=CC1OCC1=CC=CC=C1)C#CC1=NC=C(C=C1)C(F)(F)F (3,4-bis(benzyloxy)-6-{[5-(trifluoromethyl)pyridin-2-yl]ethynyl}pyridazine), C(C1=CC=CC=C1)OC=1N=NC(=CC1OCC1=CC=CC=C1)C#C (3,4-bis(Benzyloxy)-6-ethynylpyridazine), BrC1=C(C=CC=C1F)F (2-bromo-1,3-difluorobenzene), C(C1=CC=CC=C1)OC=1N=NC(=CC1OCC1=CC=CC=C1)C#CC1=NC=C(C=C1)C(F)(F)F (3,4-bis(benzyloxy)-6-{[5-(trifluoromethyl)pyridin-2-yl]ethynyl}pyridazine), C(C1=CC=CC=C1)OC=1N=NC(=CC1OCC1=CC=CC=C1)C#C (3,4-bis(Benzyloxy)-6-ethynylpyridazine). Product: C(C1=CC=CC=C1)OC=1N=NC(=CC1OCC1=CC=CC=C1)C#CC1=C(C=CC=C1F)F (3,4-bis(Benzyloxy)-6-[2-(2,6-difluorophenyl)ethynyl]pyridazine). As a reaction SMILES: C(OC1N=NC(C#CC2C=CC(C(F)(F)F)=CN=2)=CC=1OCC1C=CC=CC=1)C1C=CC=CC=1.[CH2:35]([O:42][C:43]1[N:44]=[N:45][C:46]([C:57]#[CH:58])=[CH:47][C:48]=1[O:49][CH2:50][C:51]1[CH:56]=[CH:55][CH:54]=[CH:53][CH:52]=1)[C:36]1[CH:41]=[CH:40][CH:39]=[CH:38][CH:37]=1.Br[C:60]1[C:65]([F:66])=[CH:64][CH:63]=[CH:62][C:61]=1[F:67]>>[CH2:35]([O:42][C:43]1[N:44]=[N:45][C:46]([C:57]#[C:58][C:60]2[C:65]([F:66])=[CH:64][CH:63]=[CH:62][C:61]=2[F:67])=[CH:47][C:48]=1[O:49][CH2:50][C:51]1[CH:56]=[CH:55][CH:54]=[CH:53][CH:52]=1)[C:36]1[CH:37]=[CH:38][CH:39]=[CH:40][CH:41]=1. Procedure: Prepared as described for 3,4-bis(benzyloxy)-6-{[5-(trifluoromethyl)pyridin-2-yl]ethynyl}pyridazine (Intermediate 6) from 3,4-bis(benzyloxy)-6-ethynylpyridazine (Intermediate 5) and 2-bromo-1,3-difluorobenzene. Starting materials: CC(=O)OC(C)=O, CCOC(C)=O, O=C(C=Cc1c(-c2ccccc2)nn2ccccc12)N1CCCCC1CO, c1ccncc1. The product is CC(=O)OCC1CCCCN1C(=O)C=Cc1c(-c2ccccc2)nn2ccccc12. Reaction SMILES: [CH3:28][C:29](=[O:30])[O:31][C:32](=[O:33])[CH3:34].[CH3:35][CH2:36][O:37][C:38](=[O:39])[CH3:40].[c:1]1(-[c:7]2[n:8][n:9]3[c:10]([cH:11][cH:12][cH:13][cH:14]3)[c:15]2[CH:16]=[CH:17][C:18](=[O:19])[N:20]2[CH:21]([CH2:26][OH:27])[CH2:22][CH2:23][CH2:24][CH2:25]2)[cH:2][cH:3][cH:4][cH:5][cH:6]1.[cH:41]1[cH:42][cH:43][n:44][cH:45][cH:46]1>>[c:1]1(-[c:7]2[n:8][n:9]3[c:10]([cH:11][cH:12][cH:13][cH:14]3)[c:15]2[CH:16]=[CH:17][C:18](=[O:19])[N:20]2[CH:21]([CH2:26][O:27][C:29]([CH3:28])=[O:30])[CH2:22][CH2:23][CH2:24][CH2:25]2)[cH:2][cH:3][cH:4][cH:5][cH:6]1. The reactants are OOS(=O)(=O)O (Caro's acid), S(O)(O)(=O)=O (sulfuric acid). Yields the product S(O)(O)(=O)=O (sulfuric acid), OS(=O)(=O)OOS(=O)(=O)O (peroxodisulfuric acid). As a reaction SMILES: [OH:1][O:2][S:3]([OH:6])(=[O:5])=[O:4].[S:7](=O)(=[O:10])([OH:9])[OH:8]>>[S:3](=[O:4])(=[O:2])([OH:6])[OH:5].[OH:4][S:3]([O:2][O:1][S:7]([OH:10])(=[O:9])=[O:8])(=[O:6])=[O:5]. Procedure details: Solutions containing Caro's acid and sulfuric acid can be used in the method of DE 10 80 083 which were obtained either by means of electrolysis of a sulfuric acid with a content of preferably 35% to 50% by weight, with subsequent hydrolysis of the peroxodisulfuric acid formed or by means of the reaction of 50% to 88% by weight aqueous hydrogen peroxide with concentrated or fuming sulfuric acid (oleum). In order to prepare sodium peroxymonosulfate, such H2SO5 /H2SO4 solutions are neutralized wit... Procedure details: Following a procedure similar to that for the preparation of Compound 20a but using Compound 18b as the starting material afforded the title compound (31 mg, 87% yield) as a white solid: Reaction SMILES: COC[C@@H]1[C@H](/C=C/C(/C)=C/C(O)=O)[C@@]1(C)C1C=CC2C(C)(C)CCC(C)(C)C=2C=1.[CH2:30]([O:32][CH2:33][C@H:34]1[C@H:36](/[CH:37]=[CH:38]/[C:39](/[CH3:46])=[CH:40]/[C:41]([O:43]CC)=[O:42])[C@@:35]1([CH3:61])[C:47]1[CH:56]=[CH:55][C:54]2[C:53]([CH3:58])([CH3:57])[CH2:52][CH2:51][C:50]([CH3:60])([CH3:59])[C:49]=2[CH:48]=1)[CH3:31]>>[CH2:30]([O:32][CH2:33][C@H:34]1[C@H:36](/[CH:37]=[CH:38]/[C:39](/[CH3:46])=[CH:40]/[C:41]([OH:43])=[O:42])[C@@:35]1([CH3:61])[C:47]1[CH:56]=[CH:55][C:54]2[C:53]([CH3:58])([CH3:57])[CH2:52][CH2:51][C:50]([CH3:60])([CH3:59])[C:49]=2[CH:48]=1)[CH3:31]. The yield is 87.0%. The reactants are COC[C@H]1[C@@]([C@H]1/C=C/C(=C/C(=O)O)/C)(C1=CC=2C(CCC(C2C=C1)(C)C)(C)C)C ((+)-(1S, 2R, 3R)-5-[3-Methoxymethyl-2-methyl-2-(5,5,8,8-tetramethyl-5,6,7,8-tetrahydro-naphthalen-2-yl)-cyclopropyl]-3-methyl-penta-2E,4E-dienoic Acid), C(C)OC[C@@H]1[C@@]([C@H]1/C=C/C(=C/C(=O)OCC)/C)(C1=CC=2C(CCC(C2C=C1)(C)C)(C)C)C (Ethyl (+)-(1S, 2R, 3S)-5-[3-ethoxymethyl-2-methyl-2-(5,5,8,8-tetramethyl-5,6,7,8-tetrahydro-naphthalen-2-yl)-cyclopropyl]-3-methyl-penta-2E,4E-dienoate). The product is C(C)OC[C@@H]1[C@@]([C@H]1/C=C/C(=C/C(=O)O)/C)(C1=CC=2C(CCC(C2C=C1)(C)C)(C)C)C ((+)-(1S, 2R, 3S)-5-[3-Ethoxymethyl-2-methyl-2-(5,5,8,8-tetramethyl-5,6,7,8-tetrahydro-naphthalen-2-yl)-cyclopropyl]-3-methyl-penta-2E,4E-dienoic acid).